From a dataset of the Open Reaction Database (ORD), a public repository of structured organic reaction records. describe an organic reaction: reactants, conditions, products, and yield Reaction SMILES: [C:34].[CH2:1]([O:2][C:3](=[O:4])[NH:10][CH:11]([CH2:12][c:13]1[cH:14][c:15]([C:20]([CH3:21])([CH3:22])[CH3:23])[c:16]([OH:19])[cH:17][cH:18]1)[c:24]1[o:25][cH:26][n:27][n:28]1)[c:5]1[cH:6][cH:7][cH:8][cH:9][cH:29]1.[CH3:32][OH:33].[H:30][H:31].[Pd:35]>>[NH2:10][CH:11]([CH2:12][c:13]1[cH:14][c:15]([C:20]([CH3:21])([CH3:22])[CH3:23])[c:16]([OH:19])[cH:17][cH:18]1)[c:24]1[o:25][cH:26][n:27][n:28]1. The product is CC(C)(C)c1cc(CC(N)c2nnco2)ccc1O. Reactants: C, CC(C)(C)c1cc(CC(NC(=O)OCc2ccccc2)c2nnco2)ccc1O, CO, [H][H], [Pd]. The reactants are Cl (HCl), COC(CC1=CSC2=C1C(=CC(=C2F)OCC=2C(=NC(=CC2)C(F)(F)F)C)Cl)=O (methyl(4-chloro-7-fluoro-6-((2-methyl-6-(trifluoromethyl)pyridin-3-yl)methoxy)-1-benzothiophen-3-yl)acetate), C1CCOC1 (THF), [OH-].[Na+] (NaOH). Solvent: CO (MeOH). Conditions: time 2 hour. The product is ClC1=CC(=C(C2=C1C(=CS2)CC(=O)O)F)OCC=2C(=NC(=CC2)C(F)(F)F)C ((4-Chloro-7-fluoro-6-((2-methyl-6-(trifluoromethyl)pyridin-3-yl)methoxy)-1-benzothiophen-3-yl)acetic acid). Isolated yield 87.0%. RXN SMILES: C[O:2][C:3](=[O:29])[CH2:4][C:5]1[C:9]2[C:10]([Cl:28])=[CH:11][C:12]([O:15][CH2:16][C:17]3[C:18]([CH3:27])=[N:19][C:20]([C:23]([F:26])([F:25])[F:24])=[CH:21][CH:22]=3)=[C:13]([F:14])[C:8]=2[S:7][CH:6]=1.C1COCC1.[OH-].[Na+].Cl>CO>[Cl:28][C:10]1[C:9]2[C:5]([CH2:4][C:3]([OH:29])=[O:2])=[CH:6][S:7][C:8]=2[C:13]([F:14])=[C:12]([O:15][CH2:16][C:17]2[C:18]([CH3:27])=[N:19][C:20]([C:23]([F:24])([F:26])[F:25])=[CH:21][CH:22]=2)[CH:11]=1 |f:2.3|. Reported procedure: To a mixture of methyl(4-chloro-7-fluoro-6-((2-methyl-6-(trifluoromethyl)pyridin-3-yl)methoxy)-1-benzothiophen-3-yl)acetate (150.2 mg), THF (dry) (1.5 mL) and MeOH (1.5 mL) was added 1N NaOH (1.01 mL). The mixture was stirred at room temperature for 2 h. The mixture was neutralized with 1N HCl. The resulting precipitate was collected by filtration to give a solid. The solid was crystallized from EtOAc-hexane to give the title compound (126.6 mg). Reactants: solution, C(CCC)[Li] (n-butyllithium), C(C)(C)NC(C)C (N,N-diisopropylamine), [Cl-].[NH4+] (ammonium chloride), FC=1C=C(C=O)C=CC1 (3-fluorobenzaldehyde), FC1=CC=C(C#N)C=C1 (4-fluorobenzonitrile). Run in CCCCCC (hexane), O1CCCC1 (tetrahydrofuran), O1CCCC1 (tetrahydrofuran). Run at temperature -78 celsius, time 15 minute. Yields the product FC1=C(C=C(C#N)C=C1)C(O)C1=CC(=CC=C1)F (4-Fluoro-3-[(3-fluorophenyl)(hydroxy)methyl]benzonitrile). As a reaction SMILES: C([Li])CCC.C(NC(C)C)(C)C.[F:13][C:14]1[CH:21]=[CH:20][C:17]([C:18]#[N:19])=[CH:16][CH:15]=1.[F:22][C:23]1[CH:24]=[C:25]([CH:28]=[CH:29][CH:30]=1)[CH:26]=[O:27].[Cl-].[NH4+]>CCCCCC.O1CCCC1>[F:13][C:14]1[CH:21]=[CH:20][C:17]([C:18]#[N:19])=[CH:16][C:15]=1[CH:26]([C:25]1[CH:28]=[CH:29][CH:30]=[C:23]([F:22])[CH:24]=1)[OH:27] |f:4.5|. Procedure details: In an atmosphere of nitrogen gas, 76.3 ml of 1.56 M solution of n-butyllithium in hexane was added to a solution of 11.1 g of N,N-diisopropylamine in 200 ml tetrahydrofuran under ice-cooling, and the mixture was stirred at the same temperature for 15 minutes. After cooling to −78° C., a solution of 12.1 g of 4-fluorobenzonitrile in 40 ml tetrahydrofuran was added dropwise. After stirring at the same temperature for 45 minutes, 10.6 ml of 3-fluorobenzaldehyde was added dropwise. After stirring at... Yields the product NCC1=CC(=C(C(=C1)C=C)NS(=O)(=O)C)C(F)(F)F (N-(4-Aminomethyl-2-trifluoromethyl-6-vinylphenyl)methanesulfonamide). Run in C(Cl)Cl (methylene chloride). Isolated yield 149.8%. Reaction SMILES: C(OC(=O)[NH:7][CH2:8][C:9]1[CH:14]=[C:13]([CH:15]=[CH2:16])[C:12]([NH:17][S:18]([CH3:21])(=[O:20])=[O:19])=[C:11]([C:22]([F:25])([F:24])[F:23])[CH:10]=1)(C)(C)C>C(O)(C(F)(F)F)=O.C(Cl)Cl>[NH2:7][CH2:8][C:9]1[CH:14]=[C:13]([CH:15]=[CH2:16])[C:12]([NH:17][S:18]([CH3:21])(=[O:20])=[O:19])=[C:11]([C:22]([F:25])([F:23])[F:24])[CH:10]=1. Reactants: C(C)(C)(C)OC(NCC1=CC(=C(C(=C1)C=C)NS(=O)(=O)C)C(F)(F)F)=O ((4-Methanesulfonylamino-3-trifluoromethyl-5-vinylbenzyl)carbamic acid tert-butyl ester). Procedure details: (4-Methanesulfonylamino-3-trifluoromethyl-5-vinylbenzyl)carbamic acid tert-butyl ester (89.3 mg, 0.23 mmol) and CF3COOH (5˜6 drops) were added into methylene chloride. The mixture was stirred for 12 hr. The reaction mixture was purified according to step 6 of Example 8 to give a title product (101.4 mg, 100%). The reagents and catalysts are C(=O)(C(F)(F)F)O (CF3COOH). Run at time 12 hour. Starting materials: [Na] (sodium), C(O)([O-])=O (hydrogencarbonate), ClC1=C(C(=O)NCC23CC4CC(CC(C2)C4)C3)C=C(C=C1)NCCCl (2-Chloro-5-[(2-chloroethyl)amino]-N-(tricyclo[3.3.1.13,7]dec-1-ylmethyl)-benzamide), CN1C=NC=C1CCN (3-methylhistamine), C(C)(C)N(C(C)C)CC (N,N-diisopropylethylamine), [I-].[K+] (potassium iodide). The solvent is C(CCC)O (n-butanol). The product is ClC1=C(C(=O)NCC23CC4CC(CC(C2)C4)C3)C=C(C=C1)NCCNCCC1=CN=CN1C (2-Chloro-5-[[2-[[2-(1-methyl-1H-imidazol-5-yl)ethyl]amino]ethyl]amino]-N-(tricyclo[3.3.1.13,7]dec-1-ylmethyl)-benzamide). The yield is 43.0%. RXN SMILES: [Cl:1][C:2]1[CH:21]=[CH:20][C:19]([NH:22][CH2:23][CH2:24]Cl)=[CH:18][C:3]=1[C:4]([NH:6][CH2:7][C:8]12[CH2:17][CH:12]3[CH2:13][CH:14]([CH2:16][CH:10]([CH2:11]3)[CH2:9]1)[CH2:15]2)=[O:5].[CH3:26][N:27]1[C:31]([CH2:32][CH2:33][NH2:34])=[CH:30][N:29]=[CH:28]1.C(N(CC)C(C)C)(C)C.[I-].[K+].[Na].C(=O)([O-])O>C(O)CCC>[Cl:1][C:2]1[CH:21]=[CH:20][C:19]([NH:22][CH2:23][CH2:24][NH:34][CH2:33][CH2:32][C:31]2[N:27]([CH3:26])[CH:28]=[N:29][CH:30]=2)=[CH:18][C:3]=1[C:4]([NH:6][CH2:7][C:8]12[CH2:17][CH:12]3[CH2:13][CH:14]([CH2:16][CH:10]([CH2:11]3)[CH2:9]1)[CH2:15]2)=[O:5] |f:3.4,^1:45|. Procedure: 2-Chloro-5-[(2-chloroethyl)amino]-N-(tricyclo[3.3.1.13,7]dec-1-ylmethyl)-benzamide (Example 29c, 0.100 g), 3-methylhistamine (0.200 g), N,N-diisopropylethylamine (0.5 ml), potassium iodide (0.040 g) and n-butanol (4 ml) were heated together in a sealed tube at 110° C. for 24 h. The solution was cooled, poured into saturated aqueous sodium to hydrogencarbonate solution and extracted into ethyl acetate. The extracts were dried over magnesium sulfate, filtered and concentrated under reduced pressur... Starting materials: O=C([O-])O, CC(C)=O, C=C1CC(O)C(C(C)C)CC2=C(C)CCC12. The product is C=C1CC(=O)C(C(C)C)CC2=C(C)CCC12. RXN SMILES: [C:17](=[O:18])([OH:19])[O-:20].[CH3:21][C:22](=[O:23])[CH3:24].[OH:1][CH:2]1[CH2:3][C:4](=[CH2:16])[CH:5]2[CH2:6][CH2:7][C:8]([CH3:15])=[C:9]2[CH2:10][CH:11]1[CH:12]([CH3:13])[CH3:14]>>[O:1]=[C:2]1[CH2:3][C:4](=[CH2:16])[CH:5]2[CH2:6][CH2:7][C:8]([CH3:15])=[C:9]2[CH2:10][CH:11]1[CH:12]([CH3:13])[CH3:14].